From a dataset of the Open Reaction Database (ORD), a public repository of structured organic reaction records. describe an organic reaction: reactants, conditions, products, and yield The reactants are C(C)(=O)NC1=C(C(=NN1CC(=O)OCC)C1=CC=CC=C1)C#CC1=CC=CC=C1 (ethyl 2-[5-acetamido-3-phenyl-4-(2-phenylethynyl)pyrazol-1-yl]acetate), [OH-].[Na+] (NaOH). Run in C(C)O (ethanol). Conditions: temperature 80 celsius. Yields the product NC1=C(C(=NN1CC(=O)[O-])C1=CC=CC=C1)C#CC1=CC=CC=C1.[Na+] (sodium 2-[5-amino-3-phenyl-4-(2-phenylethynyl)pyrazol-1-yl]acetate). Reaction SMILES: C([NH:4][C:5]1[N:9]([CH2:10][C:11]([O:13]CC)=[O:12])[N:8]=[C:7]([C:16]2[CH:21]=[CH:20][CH:19]=[CH:18][CH:17]=2)[C:6]=1[C:22]#[C:23][C:24]1[CH:29]=[CH:28][CH:27]=[CH:26][CH:25]=1)(=O)C.[OH-].[Na+:31]>C(O)C>[NH2:4][C:5]1[N:9]([CH2:10][C:11]([O-:13])=[O:12])[N:8]=[C:7]([C:16]2[CH:21]=[CH:20][CH:19]=[CH:18][CH:17]=2)[C:6]=1[C:22]#[C:23][C:24]1[CH:29]=[CH:28][CH:27]=[CH:26][CH:25]=1.[Na+:31] |f:1.2,4.5|. Procedure details: A mixture of ethyl 2-[5-acetamido-3-phenyl-4-(2-phenylethynyl)pyrazol-1-yl]acetate (13 g, 34 mmol), ethanol (150 mL) and 25% aq. NaOH solution (150 mL) was stirred and heated to 80° C. for 8 h and cooled to room temperature. Upon cooling, a precipitate formed. The precipitate was filtered and washed with cooled mixture of ethyl acetate/water (1:1). The solid was further triturated with diethyl ether, filtered and dried to provide 9.8 g of the title compound.